Dataset: the Open Reaction Database (ORD), a public repository of structured organic reaction records. Task: describe an organic reaction: reactants, conditions, products, and yield Starting materials: CS(C)=O, CCOC(C)=O, CN(C(=O)C(C)(C)c1cc(C(F)(F)F)cc(C(F)(F)F)c1)c1cnc(Cl)cc1-c1ccccc1Cl, NCCO. Product: CN(C(=O)C(C)(C)c1cc(C(F)(F)F)cc(C(F)(F)F)c1)c1cnc(NCCO)cc1-c1ccccc1Cl. Reaction SMILES: [CH3:36][S:37](=[O:38])[CH3:39].[CH3:44][CH2:45][O:46][C:47](=[O:48])[CH3:49].[F:1][C:2]([c:3]1[cH:4][c:5]([C:13]([C:14](=[O:15])[N:16]([CH3:17])[c:18]2[cH:19][n:20][c:21]([Cl:31])[cH:22][c:23]2-[c:24]2[c:25]([Cl:30])[cH:26][cH:27][cH:28][cH:29]2)([CH3:32])[CH3:33])[cH:6][c:7]([C:9]([F:10])([F:11])[F:12])[cH:8]1)([F:34])[F:35].[NH2:40][CH2:41][CH2:42][OH:43]>>[F:1][C:2]([c:3]1[cH:4][c:5]([C:13]([C:14](=[O:15])[N:16]([CH3:17])[c:18]2[cH:19][n:20][c:21]([NH:40][CH2:41][CH2:42][OH:43])[cH:22][c:23]2-[c:24]2[c:25]([Cl:30])[cH:26][cH:27][cH:28][cH:29]2)([CH3:32])[CH3:33])[cH:6][c:7]([C:9]([F:10])([F:11])[F:12])[cH:8]1)([F:34])[F:35]. Starting materials: COC(CC(C)N(C)CC1=CC=CC=C1)=O (3-(Benzyl-methyl-amino)-butyric acid methyl ester). The reagents and catalysts are [OH-].[OH-].[Pd+2] (Palladium hydroxide on carbon). Run in CO (MeOH), CO (MeOH). Run at time 16 hour. The product is COC(CC(C)NC)=O (3-Methylamino-butyric acid methyl ester). RXN SMILES: [CH3:1][O:2][C:3](=[O:16])[CH2:4][CH:5]([N:7](CC1C=CC=CC=1)[CH3:8])[CH3:6]>CO.[OH-].[OH-].[Pd+2]>[CH3:1][O:2][C:3](=[O:16])[CH2:4][CH:5]([NH:7][CH3:8])[CH3:6] |f:2.3.4|. Reported procedure: 3-(Benzyl-methyl-amino)-butyric acid methyl ester (15 g, 67.8 mmol, 1.0 equiv) was placed in a Parr hydrogenation bottle and dissolved in 50 mL of MeOH. 20% Palladium hydroxide on carbon (0.5 g, 0.94 mmol, 0.014 equiv) was added and the mixture was shaken at 50 psi H2 for 16 h. The reaction was judged as complete when the uptake of H2 had stopped. The bottle was opened and 10 g of diatomaceous earth in 100 mL of MeOH was added. The mixture was filtered on a pad of diatomaceous earth which was th... Starting materials: O=[O+][O-] (ozone), O=[O+][O-] (ozone), C(C=CC)C1C(C2=CC(=CC=C2C1(C)C)CC)=O ((RS)-2-(2-buten-1-yl)-6-ethyl-3,3-dimethyl-1-indanone). Solvent: ClCCl (dichloromethane), CO (methanol). Run at time 40 minute. Yields the product O=CCC1C(C2=CC(=CC=C2C1(C)C)CC)=O ((RS)-2-(2-oxoethyl)-6-ethyl-3,3-dimethyl1-indanone). Yield: 97.0%. RXN SMILES: [O:1]=[O+][O-].[CH2:4]([CH:8]1[C:16]([CH3:18])([CH3:17])[C:15]2[C:10](=[CH:11][C:12]([CH2:19][CH3:20])=[CH:13][CH:14]=2)[C:9]1=[O:21])[CH:5]=CC>ClCCl.CO>[O:1]=[CH:5][CH2:4][CH:8]1[C:16]([CH3:18])([CH3:17])[C:15]2[C:10](=[CH:11][C:12]([CH2:19][CH3:20])=[CH:13][CH:14]=2)[C:9]1=[O:21]. Reported procedure: An ozone stream (3 g ozone/hour) was conducted for 40 minutes while stirring through a solution, cooled to -70°, of 8.2 g of (RS)-2-(2-buten-1-yl)-6-ethyl-3,3-dimethyl-1-indanone in 120 ml of anhydrous dichloromethane and 30 ml of anhydrous methanol. Subsequently, the mixture was flushed with oxygen for 5 minutes and with argon for 10 minutes. After the addition of 3.72 ml of dimethyl sulfide, the mixture was stirred at room temperature for 16 hours. The reaction mixture was evaporated in a vacu...